This data is from the Open Reaction Database (ORD), a public repository of structured organic reaction records. The task is: describe an organic reaction: reactants, conditions, products, and yield The reactants are O=C([O-])[O-], Cn1c(Nc2ccc(O)cc2)nc2ccccc21, CS(C)=O, O=Cc1cccnc1Cl, [Cs+], [Cs+]. RXN SMILES: [C:28](=[O:29])([O-:30])[O-:31].[CH3:10][n:11]1[c:12]([NH:20][c:21]2[cH:22][cH:23][c:24]([OH:27])[cH:25][cH:26]2)[n:13][c:14]2[c:15]1[cH:16][cH:17][cH:18][cH:19]2.[CH3:34][S:35]([CH3:36])=[O:37].[Cl:1][c:2]1[n:3][cH:4][cH:5][cH:6][c:7]1[CH:8]=[O:9].[Cs+:32].[Cs+:33]>>[c:2]1([O:27][c:24]2[cH:23][cH:22][c:21]([NH:20][c:12]3[n:11]([CH3:10])[c:15]4[c:14]([n:13]3)[cH:19][cH:18][cH:17][cH:16]4)[cH:26][cH:25]2)[n:3][cH:4][cH:5][cH:6][c:7]1[CH:8]=[O:9]. The product is Cn1c(Nc2ccc(Oc3ncccc3C=O)cc2)nc2ccccc21.